This data is from the Open Reaction Database (ORD), a public repository of structured organic reaction records. The task is: describe an organic reaction: reactants, conditions, products, and yield The reactants are C(=O)(O)CC=1C=2CC3=C(NC(C=4N3C=C(N4)/C=C/C(=O)OCC)=O)C2C=CC1 (ethyl (E)-3-(9-carboxymethyl-4-oxo-5,10-dihydroimidazo[1,2-a]indeno[1,2-e]pyrazin-2-yl)acrylate), Cl (hydrochloric acid). Run in C(C)(=O)O (acetic acid). The product is C(=O)(O)CC=1C=2CC3=C(NC(C=4N3C=C(N4)/C=C/C(=O)O)=O)C2C=CC1 ((E)-3-(9-carboxymethyl-4-oxo-5,10-dihydroimidazo[1,2-a]indeno[1,2-e]pyrazin-2-yl)acrylic acid). Yield: 70.0%. RXN SMILES: [C:1]([CH2:4][C:5]1[C:6]2[CH2:7][C:8]3[N:13]4[CH:14]=[C:15](/[CH:17]=[CH:18]/[C:19]([O:21]CC)=[O:20])[N:16]=[C:12]4[C:11](=[O:24])[NH:10][C:9]=3[C:25]=2[CH:26]=[CH:27][CH:28]=1)([OH:3])=[O:2].Cl>C(O)(=O)C>[C:1]([CH2:4][C:5]1[C:6]2[CH2:7][C:8]3[N:13]4[CH:14]=[C:15](/[CH:17]=[CH:18]/[C:19]([OH:21])=[O:20])[N:16]=[C:12]4[C:11](=[O:24])[NH:10][C:9]=3[C:25]=2[CH:26]=[CH:27][CH:28]=1)([OH:3])=[O:2]. Procedure details: A mixture of 1.45 g of ethyl (E)-3-(9-carboxymethyl-4-oxo-5,10-dihydroimidazo[1,2-a]indeno[1,2-e]pyrazin-2-yl)acrylate, 19 ml of concentrated hydrochloric acid and 78 ml of acetic acid is heated at reflux for 48 hours. The reaction mixture is filtered and the solid is washed with 2×20 ml of distilled water and then with 2×10 ml of acetone and finally dried under vacuum (1 mm Hg; 0.13 kPa) at about 60° C. 0.94 g of (E)-3-(9-carboxymethyl-4-oxo-5,10-dihydroimidazo[1,2-a]indeno[1,2-e]pyrazin-2-yl)a...